From a dataset of the Open Reaction Database (ORD), a public repository of structured organic reaction records. describe an organic reaction: reactants, conditions, products, and yield The reactants are COc1ccc(CBr)cc1, O=C1NCc2ccccc21, O=C([O-])[O-], CC(C)=O, CCCCCC, CCOC(C)=O, [Cs+], [Cs+], C1COCCOCCOCCOCCOCCO1. The product is COc1ccc(CN2Cc3ccccc3C2=O)cc1. As a reaction SMILES: [Br:11][CH2:12][c:13]1[cH:14][cH:15][c:16]([O:19][CH3:20])[cH:17][cH:18]1.[C:1]1(=[O:10])[NH:2][CH2:3][c:4]2[cH:5][cH:6][cH:7][cH:8][c:9]21.[C:21](=[O:22])([O-:23])[O-:24].[CH3:45][C:46](=[O:47])[CH3:48].[CH3:49][CH2:50][CH2:51][CH2:52][CH2:53][CH3:54].[CH3:55][CH2:56][O:57][C:58](=[O:59])[CH3:60].[Cs+:25].[Cs+:26].[O:27]1[CH2:28][CH2:29][O:30][CH2:31][CH2:32][O:33][CH2:34][CH2:35][O:36][CH2:37][CH2:38][O:39][CH2:40][CH2:41][O:42][CH2:43][CH2:44]1>>[C:1]1(=[O:10])[N:2]([CH2:12][c:13]2[cH:14][cH:15][c:16]([O:19][CH3:20])[cH:17][cH:18]2)[CH2:3][c:4]2[cH:5][cH:6][cH:7][cH:8][c:9]21. The reactants are NC1=C(C(=C(C=C1)F)F)N (1,2-diamino-3,4-difluoro-benzene), C(=S)=S (carbon disulfide), C(=S)=S (Carbon disulfide), C(=S)=S (carbon disulfide). The solvent is C(C)O (ethanol). Reaction conditions: time 20 minute. Yields the product FC=1C=CC2=C(NC(=N2)S)C1F (6,7-difluoro-1H-benzimidazole-2-thiol). Isolated yield 27.2%. As a reaction SMILES: [NH2:1][C:2]1[CH:7]=[CH:6][C:5]([F:8])=[C:4]([F:9])[C:3]=1[NH2:10].[C:11](=S)=[S:12]>C(O)C>[F:8][C:5]1[CH:6]=[CH:7][C:2]2[N:1]=[C:11]([SH:12])[NH:10][C:3]=2[C:4]=1[F:9]. Procedure: To a solution of 1,2-diamino-3,4-difluoro-benzene (996 mg, 6.9 mmol) in 20 mL of ethanol in a 25 mL microwave tube, are added 2.0 mL (33.3 mmol) of carbon disulfide. The tube is capped and the reaction mixture is heated under microwaves at 120° C. twice for 20 minutes, upon which 1.0 mL (16.6 mmol) of carbon disulfide is added and heating under microwaves is pursued for 20 minutes. Carbon disulfide 2.0 mL (33.3 mmol) is added and heating is pursued for 30 minutes under microwaves at 150° C. The ... Reactants: [Si](C)(C)(C(C)(C)C)OCCCCCOC=1C(=CC=2C(CCC(C2C1)(C)C)(C)C)[Se]C1=NC=C(C(=O)OCC)C=C1 (ethyl 6-[3-[5-(tert-butyldimethylsilanyloxy)pentyloxy]-5,6,7,8-tetrahydro-5,5,8,8-tetramethyl-2-naphthylselanyl]nicotinate), [OH-].[Na+] (sodium hydroxide), yellow powder. Solvent: C1CCOC1.C(C)O (THF ethanol). The product is [Si](C)(C)(C(C)(C)C)OCCCCCOC=1C(=CC=2C(CCC(C2C1)(C)C)(C)C)[Se]C1=NC=C(C(=O)O)C=C1 (6-[3-[5-(tert-Butyldimethylsilanyloxy)pentyloxy]-5,6,7,8-tetrahydro-5,5,8,8-tetramethyl-2-naphthylselanyl]nicotinic acid). RXN SMILES: [Si:1]([O:8][CH2:9][CH2:10][CH2:11][CH2:12][CH2:13][O:14][C:15]1[C:16]([Se:29][C:30]2[CH:40]=[CH:39][C:33]([C:34]([O:36]CC)=[O:35])=[CH:32][N:31]=2)=[CH:17][C:18]2[C:19]([CH3:28])([CH3:27])[CH2:20][CH2:21][C:22]([CH3:26])([CH3:25])[C:23]=2[CH:24]=1)([C:4]([CH3:7])([CH3:6])[CH3:5])([CH3:3])[CH3:2].[OH-].[Na+]>C1COCC1.C(O)C>[Si:1]([O:8][CH2:9][CH2:10][CH2:11][CH2:12][CH2:13][O:14][C:15]1[C:16]([Se:29][C:30]2[CH:40]=[CH:39][C:33]([C:34]([OH:36])=[O:35])=[CH:32][N:31]=2)=[CH:17][C:18]2[C:19]([CH3:27])([CH3:28])[CH2:20][CH2:21][C:22]([CH3:26])([CH3:25])[C:23]=2[CH:24]=1)([C:4]([CH3:5])([CH3:6])[CH3:7])([CH3:3])[CH3:2] |f:1.2,3.4|. Reported procedure: In a manner similar to that of Example 2, by reaction of 312 mg (0.49 mmol) of ethyl 6-[3-[5-(tert-butyldimethylsilanyloxy)pentyloxy]-5,6,7,8-tetrahydro-5,5,8,8-tetramethyl-2-naphthylselanyl]nicotinate with 213 mg (5.3 mmol) of sodium hydroxide in a THF/ethanol mixture (5 ml/5 ml), 210 mg (71%) of a yellow powder are obtained. m.p.: 161° C. The reactants are CS(C)=O, CC(C)C=NCc1cccc(Oc2ccccc2)c1. The product is CC(C)CN=Cc1cccc(Oc2ccccc2)c1. RXN SMILES: [CH3:20][S:21](=[O:22])[CH3:23].[CH:1]([CH:2]([CH3:3])[CH3:4])=[N:5][CH2:6][c:7]1[cH:8][c:9]([O:13][c:14]2[cH:15][cH:16][cH:17][cH:18][cH:19]2)[cH:10][cH:11][cH:12]1>>[CH2:1]([CH:2]([CH3:3])[CH3:4])[N:5]=[CH:6][c:7]1[cH:8][c:9]([O:13][c:14]2[cH:15][cH:16][cH:17][cH:18][cH:19]2)[cH:10][cH:11][cH:12]1.